Dataset: the Open Reaction Database (ORD), a public repository of structured organic reaction records. Task: describe an organic reaction: reactants, conditions, products, and yield RXN SMILES: [Br:1][c:2]1[c:3]([NH2:4])[cH:5][cH:6][c:7]([CH2:9][OH:10])[cH:8]1.[C:22](=[O:23])([O-:24])[O-:25].[CH2:28]([OH:29])[CH3:30].[CH3:11][O:12][c:13]1[cH:14][cH:15][c:16]([B:19]([OH:20])[OH:21])[cH:17][cH:18]1.[K+:26].[K+:27].[c:31]1([CH3:32])[cH:33][cH:34][cH:35][cH:36][cH:37]1.[cH:38]1[cH:39][cH:40][c:41]([P:42]([Pd:43]([P:44]([c:45]2[cH:46][cH:47][cH:48][cH:49][cH:50]2)([c:51]2[cH:52][cH:53][cH:54][cH:55][cH:56]2)[c:57]2[cH:58][cH:59][cH:60][cH:61][cH:62]2)([P:63]([c:64]2[cH:65][cH:66][cH:67][cH:68][cH:69]2)([c:70]2[cH:71][cH:72][cH:73][cH:74][cH:75]2)[c:76]2[cH:77][cH:78][cH:79][cH:80][cH:81]2)[P:82]([c:83]2[cH:84][cH:85][cH:86][cH:87][cH:88]2)([c:89]2[cH:90][cH:91][cH:92][cH:93][cH:94]2)[c:95]2[cH:96][cH:97][cH:98][cH:99][cH:100]2)([c:101]2[cH:102][cH:103][cH:104][cH:105][cH:106]2)[c:107]2[cH:108][cH:109][cH:110][cH:111][cH:112]2)[cH:113][cH:114]1>>[c:2]1(-[c:16]2[cH:15][cH:14][c:13]([O:12][CH3:11])[cH:18][cH:17]2)[c:3]([NH2:4])[cH:5][cH:6][c:7]([CH2:9][OH:10])[cH:8]1. Yields the product COc1ccc(-c2cc(CO)ccc2N)cc1. Starting materials: Nc1ccc(CO)cc1Br, O=C([O-])[O-], CCO, COc1ccc(B(O)O)cc1, [K+], [K+], Cc1ccccc1, c1ccc(P(c2ccccc2)(c2ccccc2)[Pd](P(c2ccccc2)(c2ccccc2)c2ccccc2)(P(c2ccccc2)(c2ccccc2)c2ccccc2)P(c2ccccc2)(c2ccccc2)c2ccccc2)cc1. The reactants are SC1=C(C(=O)O)C=CC=N1 (2-mercapto-nicotinic acid), [OH-].[Na+] (NaOH), ICCCC (1-Iodobutane). Run in CO (MeOH). Conditions: temperature 0 celsius, time 30 minute. Product: C(CCC)SC1=C(C(=O)O)C=CC=N1 (2-butylsulfanyl-nicotinic acid). Isolated yield 100.2%. RXN SMILES: [SH:1][C:2]1[N:10]=[CH:9][CH:8]=[CH:7][C:3]=1[C:4]([OH:6])=[O:5].[OH-].[Na+].I[CH2:14][CH2:15][CH2:16][CH3:17]>CO>[CH2:14]([S:1][C:2]1[N:10]=[CH:9][CH:8]=[CH:7][C:3]=1[C:4]([OH:6])=[O:5])[CH2:15][CH2:16][CH3:17] |f:1.2|. Reported procedure: After MeOH (20 mL) was added to 2-mercapto-nicotinic acid (1 g, 6 mmol), the mixture was cooled to 0° C., and 6 M NaOH aqueous solution (3.2 mL) was added slowly thereto. The reactant was stirred at 0° C. for 30 minutes. 1-Iodobutane (0.74 mL, 6 mmol) was added to the reactant, and the mixture was stirred under reflux at 80° C. for 16 hours. The reactant was concentrated under reduced pressure, and 6 M HCl aqueous solution was added thereto to adjust the pH of the solution to 7. The resulting pr... Starting materials: [CH-]1C=CC=C1.[CH-]1C=CC=C1.[Fe+2] (ferrocene), zeolite, C1(=CC=CC=C1)C (toluene), [Fe] (iron). Reaction conditions: temperature 375 celsius. Product: C1CCCC2=CC=CC=C12 (Tetralin), [CH-]1C=CC=C1.[CH-]1C=CC=C1.[Fe+2] (ferrocene). As a reaction SMILES: [Fe:1].[CH-:2]1[CH:6]=[CH:5][CH:4]=[CH:3]1.[CH-:7]1[CH:11]=[CH:10][CH:9]=[CH:8]1.[Fe+2].[C:13]1([CH3:19])[CH:18]=[CH:17][CH:16]=[CH:15][CH:14]=1>>[CH2:17]1[C:18]2[C:13](=[CH:19][CH:3]=[CH:2][CH:6]=2)[CH2:14][CH2:15][CH2:16]1.[CH-:7]1[CH:11]=[CH:10][CH:9]=[CH:8]1.[CH-:2]1[CH:6]=[CH:5][CH:4]=[CH:3]1.[Fe+2:1] |f:1.2.3,6.7.8|. Reported procedure: An iron containing ZSM-5 catalyst was prepared by the following method: about 10 g of the same HZSM-5 as that of Example 1 was heated in a stream of dry air to 375° C. for 4 hours and then was cooled to room temperature. A solution of 0.3331 g of ferrocene (dicyclopentadienyliron) in 30 g dry toluene was then added to the dried zeolite and the slurry was mixed at room temperature overnight. The slurry was filtered and washed once with 100 ml of Tetralin® to remove excess ferrocene from the exter... The reactants are BrC1=C(C(=O)OC)C=CC(=C1)C (methyl 2-bromo-4-methylbenzoate), C(C=C)[Sn](CCCC)(CCCC)CCCC (allyltributylstannane), [Cl-].[Li+] (lithium chloride). Reagents/catalysts: Cl[Pd]([P](C1=CC=CC=C1)(C2=CC=CC=C2)C3=CC=CC=C3)([P](C4=CC=CC=C4)(C5=CC=CC=C5)C6=CC=CC=C6)Cl (bis(triphenylphosphine)palladium(ii) dichloride). Solvent: CN(C)C=O (DMF), C(C)#N (acetonitrile). Run at temperature 90 celsius. Product: C(C=C)C1=C(C(=O)OC)C=CC(=C1)C (methyl 2-allyl-4-methylbenzoate). Yield: 79.5%. As a reaction SMILES: Br[C:2]1[CH:11]=[C:10]([CH3:12])[CH:9]=[CH:8][C:3]=1[C:4]([O:6][CH3:7])=[O:5].[CH2:13]([Sn](CCCC)(CCCC)CCCC)[CH:14]=[CH2:15].[Cl-].[Li+]>CN(C=O)C.C(#N)C.Cl[Pd](Cl)([P](C1C=CC=CC=1)(C1C=CC=CC=1)C1C=CC=CC=1)[P](C1C=CC=CC=1)(C1C=CC=CC=1)C1C=CC=CC=1>[CH2:15]([C:2]1[CH:11]=[C:10]([CH3:12])[CH:9]=[CH:8][C:3]=1[C:4]([O:6][CH3:7])=[O:5])[CH:14]=[CH2:13] |f:2.3,^1:41,60|. Reported procedure: A mixture of methyl 2-bromo-4-methylbenzoate (500 mg, 2.183 mmol), allyltributylstannane (0.744 mL, 2.401 mmol), lithium chloride (185 mg, 4.37 mmol) in DMF (1 mL), acetonitrile (10 mL) was added bis(triphenylphosphine)palladium(ii) dichloride (77 mg, 0.109 mmol). It was then degassed for 2 min, then filled with N2. After heating at 90° C. for 16 h, it was quenched with NH4Cl, extracted with EtOAc. The organic layer was washed with KF solution, dried over MgSO4, filtered and concentrated to obta... Reactants: [C]=O (carbon monoxide), [H][H] (hydrogen), [N+](=O)([O-])C1=CC=CC=C1 (nitrobenzene), [C]=O (carbon monoxide). Reagents/catalysts: [C-]#[O+].[C-]#[O+].[C-]#[O+].[C-]#[O+].[C-]#[O+].[C-]#[O+].[C-]#[O+].[C-]#[O+].[C-]#[O+].[C-]#[O+].[C-]#[O+].[C-]#[O+].[Ru].[Ru].[Ru] (Ru3 (CO)12). Solvent: methanolic solution. Conditions: temperature 160 celsius. Yields the product NC1=CC=CC=C1 (aniline), [N+](=O)([O-])C1=CC=CC=C1 (nitrobenzene). As a reaction SMILES: [N+:1]([C:4]1[CH:9]=[CH:8][CH:7]=[CH:6][CH:5]=1)([O-:3])=[O:2].[C]=O.[H][H]>[C-]#[O+].[C-]#[O+].[C-]#[O+].[C-]#[O+].[C-]#[O+].[C-]#[O+].[C-]#[O+].[C-]#[O+].[C-]#[O+].[C-]#[O+].[C-]#[O+].[C-]#[O+].[Ru].[Ru].[Ru]>[NH2:1][C:4]1[CH:9]=[CH:8][CH:7]=[CH:6][CH:5]=1.[N+:1]([C:4]1[CH:9]=[CH:8][CH:7]=[CH:6][CH:5]=1)([O-:3])=[O:2] |f:3.4.5.6.7.8.9.10.11.12.13.14.15.16.17,^3:9|. Reported procedure: 12.3 g (0.100 mole nitrobenzene) in 75 ml of methanolic solution and 0.128 g Ru3 (CO)12 (600 microgram-atoms ruthenium) were placed in the reactor vessel. The gas volume in the vessel was replaced with carbon monoxide and then pressurized at ambient temperature with 920 psig carbon monoxide and 80 psig hydrogen (approximately 0.05 mole hydrogen). The reactor contents were then heated to 160° C. Initially, aniline was produced from nitrobenzene in 100 percent selectivity. After approximately 0.03... Product: Nc1cnc(-n2cc(C(F)(F)F)cn2)nc1. RXN SMILES: [CH3:19][CH2:20][O:21][C:22](=[O:23])[CH3:24].[N+:1]([O-:2])(=[O:3])[c:4]1[cH:5][n:6][c:7](-[n:10]2[n:11][cH:12][c:13]([C:15]([F:16])([F:17])[F:18])[cH:14]2)[n:8][cH:9]1>>[NH2:1][c:4]1[cH:5][n:6][c:7](-[n:10]2[n:11][cH:12][c:13]([C:15]([F:16])([F:17])[F:18])[cH:14]2)[n:8][cH:9]1. Reactants: CCOC(C)=O, O=[N+]([O-])c1cnc(-n2cc(C(F)(F)F)cn2)nc1.